This data is from the Open Reaction Database (ORD), a public repository of structured organic reaction records. The task is: describe an organic reaction: reactants, conditions, products, and yield The reactants are ClC1=NC(=CC(=N1)N1[C@H](COCC1)C)C(C)(C)S(=O)(=O)C (2-chloro-4-[(3S)-3-methylmorpholin-4-yl]-6-(2-methylsulfonylpropan-2-yl)pyrimidine), CC(C)(C)OC(=O)N(C(OC(C)(C)C)=O)C=1SC(=CN1)[Sn](CCCC)(CCCC)CCCC (tert-butyl N-[(2-methylpropan-2-yl)oxycarbonyl]-N-(5-tributylstannyl-1,3-thiazol-2-yl)carbamate). Yields the product C[C@@H]1N(CCOC1)C1=NC(=NC(=C1)C(C)(C)S(=O)(=O)C)C1=CN=C(S1)N (5-[4-[(3S)-3-Methylmorpholin-4-yl]-6-(2-methylsulfonylpropan-2-yl)pyrimidin-2-yl]-1,3-thiazol-2-amine). Reaction SMILES: Cl[C:2]1[N:7]=[C:6]([N:8]2[CH2:13][CH2:12][O:11][CH2:10][C@@H:9]2[CH3:14])[CH:5]=[C:4]([C:15]([S:18]([CH3:21])(=[O:20])=[O:19])([CH3:17])[CH3:16])[N:3]=1.CC(OC([N:29]([C:37]1[S:38][C:39]([Sn](CCCC)(CCCC)CCCC)=[CH:40][N:41]=1)C(=O)OC(C)(C)C)=O)(C)C>>[CH3:14][C@H:9]1[CH2:10][O:11][CH2:12][CH2:13][N:8]1[C:6]1[CH:5]=[C:4]([C:15]([S:18]([CH3:21])(=[O:20])=[O:19])([CH3:17])[CH3:16])[N:3]=[C:2]([C:39]2[S:38][C:37]([NH2:29])=[N:41][CH:40]=2)[N:7]=1. Procedure details: The preparation of 2-chloro-4-[(3S)-3-methylmorpholin-4-yl]-6-(2-methylsulfonylpropan-2-yl)pyrimidine and tert-butyl N-[(2-methylpropan-2-yl)oxycarbonyl]-N-(5-tributylstannyl-1,3-thiazol-2-yl)carbamate was described earlier. Reactants: OC1=CC(OC(C1)(CCC1=CC=C(C=C1)O)CCC1=CC=C(C=C1)O)=O (4-hydroxy-6,6-bis [2-(4-hydroxyphenyl)ethyl]-5,6-dihydro-pyran-2-one), C(C)(C)(C)C1=C(C=C(C(=C1)CO)C)SS(=O)(=O)C1=CC=C(C=C1)C (toluene-4-thiosulfonic acid S-(2-tert-butyl-4-hydroxymethyl-5-methyl-phenyl) ester), C(=O)([O-])[O-].[K+].[K+] (K2CO3). The solvent is CN(C)C=O (DMF). Run at time 8 hour. Yields the product C(C)(C)(C)C1=C(C=C(C(=C1)CO)C)SC=1C(OC(CC1O)(CCC1=CC=C(C=C1)O)CCC1=CC=C(C=C1)O)=O (3-(2-tert-Buty-4-hydroxymethyl-5-methyl-phenylsulfanyl)-4-hydroxy-6,6-bis-[2-(4-hydroxyphenyl)ethyl]-5,6-dihydro-pyran-2-one). RXN SMILES: [OH:1][C:2]1[CH2:7][C:6]([CH2:17][CH2:18][C:19]2[CH:24]=[CH:23][C:22]([OH:25])=[CH:21][CH:20]=2)([CH2:8][CH2:9][C:10]2[CH:15]=[CH:14][C:13]([OH:16])=[CH:12][CH:11]=2)[O:5][C:4](=[O:26])[CH:3]=1.[C:27]([C:31]1[CH:36]=[C:35]([CH2:37][OH:38])[C:34]([CH3:39])=[CH:33][C:32]=1[S:40]S(C1C=CC(C)=CC=1)(=O)=O)([CH3:30])([CH3:29])[CH3:28].C([O-])([O-])=O.[K+].[K+]>CN(C=O)C>[C:27]([C:31]1[CH:36]=[C:35]([CH2:37][OH:38])[C:34]([CH3:39])=[CH:33][C:32]=1[S:40][C:3]1[C:4](=[O:26])[O:5][C:6]([CH2:17][CH2:18][C:19]2[CH:20]=[CH:21][C:22]([OH:25])=[CH:23][CH:24]=2)([CH2:8][CH2:9][C:10]2[CH:11]=[CH:12][C:13]([OH:16])=[CH:14][CH:15]=2)[CH2:7][C:2]=1[OH:1])([CH3:30])([CH3:29])[CH3:28] |f:2.3.4|. Reported procedure: The title compound was prepared as described in General Method 9 using 0.14 g (0.39 mmol) of 4-hydroxy-6,6-bis [2-(4-hydroxyphenyl)ethyl]-5,6-dihydro-pyran-2-one (prepared in Example PP), 0.19 g (0.52 mmol) of toluene-4-thiosulfonic acid S-(2-tert-butyl-4-hydroxymethyl-5-methyl-phenyl) ester (prepared in Example FFF), 0.22 g (1.6 mmol) of K2CO3, and 3 mL of DMF. The solution was stirred overnight at room temperature. Purification by silica gel chromatography, eluting with CH2Cl2 :MeOH (100:0 to ...